This data is from the Open Reaction Database (ORD), a public repository of structured organic reaction records. The task is: describe an organic reaction: reactants, conditions, products, and yield The product is COC(=O)CCc1ccc(Cn2cccn2)cc1CO. The reactants are B, C1CCOC1, COC(=O)CCc1ccc(Cn2cccn2)cc1C(=O)O, C1CCOC1. As a reaction SMILES: [BH3:27].[CH2:28]1[O:29][CH2:30][CH2:31][CH2:32]1.[CH3:1][O:2][C:3]([CH2:4][CH2:5][c:6]1[c:7]([C:18](=[O:19])[OH:20])[cH:8][c:9]([CH2:12][n:13]2[n:14][cH:15][cH:16][cH:17]2)[cH:10][cH:11]1)=[O:21].[O:22]1[CH2:23][CH2:24][CH2:25][CH2:26]1>>[CH3:1][O:2][C:3]([CH2:4][CH2:5][c:6]1[c:7]([CH2:18][OH:19])[cH:8][c:9]([CH2:12][n:13]2[n:14][cH:15][cH:16][cH:17]2)[cH:10][cH:11]1)=[O:21]. Starting materials: C1(=CC=CC=C1)COC(=O)N1C(CCC2=CC=CC=C12)C(=O)O ((±)-1,2,3,4-Tetrahydro-1-phenylmethoxycarbonyl-2-quinolinecarboxylic acid), C[C@@H](C1=CC=CC=C1)N ((S)(-)-α-methylbenzylamine). Run in CC(C)O (2-propanol). Run at time 8 hour. Product: C1(=CC=CC=C1)COC(=O)N1[C@@H](CCC2=CC=CC=C12)C(=O)O ((S)(-)-1,2,3,4-tetrahydro-1-phenylmethoxycarbonyl-2-quinolinecarboxylic acid). RXN SMILES: [C:1]1([CH2:7][O:8][C:9]([N:11]2[C:20]3[C:15](=[CH:16][CH:17]=[CH:18][CH:19]=3)[CH2:14][CH2:13][CH:12]2[C:21]([OH:23])=[O:22])=[O:10])[CH:6]=[CH:5][CH:4]=[CH:3][CH:2]=1.C[C@H](N)C1C=CC=CC=1>CC(O)C>[C:1]1([CH2:7][O:8][C:9]([N:11]2[C:20]3[C:15](=[CH:16][CH:17]=[CH:18][CH:19]=3)[CH2:14][CH2:13][C@H:12]2[C:21]([OH:23])=[O:22])=[O:10])[CH:6]=[CH:5][CH:4]=[CH:3][CH:2]=1. Procedure details: (±)-1,2,3,4-Tetrahydro-1-phenylmethoxycarbonyl-2-quinolinecarboxylic acid (243 g) was dissolved with warming in 2-propanol (1170 ml) and this solution was treated with (S)(-)-α-methylbenzylamine (100 ml). After stirring overnight, the solid product was filtered and dried to constant weight at 60°; yield 160 g, m.p. 135°-148°, [α]D20 -25.6° (c 1, methanol). This crystalline salt was recrystallized from 2-propanol (1400 ml) and washed with ether (400 ml); yield 108 g, m.p. 155°-159°, [α]D20 -50.0°...